Dataset: the Open Reaction Database (ORD), a public repository of structured organic reaction records. Task: describe an organic reaction: reactants, conditions, products, and yield Yields the product O1NC=CC=C1.C1(=CC=CC=C1)N1C=CC2=CC=CC=C12 (N-phenyl indole oxazine). Conditions: temperature 80 celsius. Run in C(C)O (ethanol). RXN SMILES: [C:1]1(C(Cl)[C:8]([C:10]2[C:18]3[C:13](=CC=CC=3)[N:12](C)C=2)=[O:9])[CH:6]=[CH:5][CH:4]=[CH:3][CH:2]=1.[NH:21]([CH2:28][CH2:29]O)[C:22]1[CH:27]=[CH:26][CH:25]=[CH:24][CH:23]=1>C(O)C>[O:9]1[CH:8]=[CH:10][CH:18]=[CH:13][NH:12]1.[C:22]1([N:21]2[C:6]3[C:1](=[CH:2][CH:3]=[CH:4][CH:5]=3)[CH:29]=[CH:28]2)[CH:27]=[CH:26][CH:25]=[CH:24][CH:23]=1 |f:3.4|. Procedure details: 0.283 g of 3-(2-phenyl-2-chloro acetyl) N-methylindole (1 mmole) (H. Nakamura and T. Goto, Heterocyles, 10, 167-170 (1978). and 0.274 g of 2-anilino ethanol (2.0 mmole) were dissolved in 3 ml of dry ethanol and heated in a sealed tube at 80° C. for 8 hours. On cooling the product crystallized out as pale yellow needles which was filtered and dried to yield 0.21 g of N-phenyl indole oxazine Compound 17. Reactants: C1(=CC=CC=C1)C(C(=O)C1=CN(C2=CC=CC=C12)C)Cl (3-(2-phenyl-2-chloro acetyl) N-methylindole), N(C1=CC=CC=C1)CCO (2-anilino ethanol). The yield is 76.0%.